From a dataset of the Open Reaction Database (ORD), a public repository of structured organic reaction records. describe an organic reaction: reactants, conditions, products, and yield Starting materials: C(CCCCCCCC)(=O)Cl (pelargonoyl chloride), OCCN(C(CO)=O)CCO (N,N-bis(hydroxyethyl)hydroxyacetamide). Run in N1=CC=CC=C1 (pyridine). The product is C(CCCCCCCC)(=O)OCCN(C(CC(CCCCCCCC)=O)=O)CCOC(CCCCCCCC)=O (N,N-bis(Pelargonoyloxyethyl)pelargonoylacetamide). RXN SMILES: [C:1](Cl)(=[O:10])[CH2:2][CH2:3][CH2:4][CH2:5][CH2:6][CH2:7][CH2:8][CH3:9].[OH:12][CH2:13][CH2:14][N:15]([CH2:20][CH2:21][OH:22])[C:16](=[O:19])[CH2:17]O>N1C=CC=CC=1>[C:1]([O:22][CH2:21][CH2:20][N:15]([CH2:14][CH2:13][O:12][C:1](=[O:10])[CH2:2][CH2:3][CH2:4][CH2:5][CH2:6][CH2:7][CH2:8][CH3:9])[C:16](=[O:19])[CH2:17][C:1](=[O:10])[CH2:2][CH2:3][CH2:4][CH2:5][CH2:6][CH2:7][CH2:8][CH3:9])(=[O:10])[CH2:2][CH2:3][CH2:4][CH2:5][CH2:6][CH2:7][CH2:8][CH3:9]. Procedure: 106 g (0.6 mole) of pelargonoyl chloride was added dropwise with stirring to a solution of 32.6 g (0.2 mole) of N,N-bis(hydroxyethyl)hydroxyacetamide in 60 ml of pyridine. The precipitated pyridine hydrochloride was filtered, washed with benzene, and discarded. The benzene solution of product was water washed, dried over sodium sulfate, and passed through an activated alumina column to remove any acid. The benzene was stripped off an a rotary evaporator. The yield of product was essentially quan...